This data is from the Open Reaction Database (ORD), a public repository of structured organic reaction records. The task is: describe an organic reaction: reactants, conditions, products, and yield Reactants: ClCCCl, CNCc1[nH]c2ccccc2c1C, CCN(C(C)C)C(C)C, Cl, O=C(O)C=Cc1cnc2c(c1)OCC(=O)N2, CN(C)C=O, O, O, On1nnc2ccccc21. The product is Cc1c(CN(C)C(=O)C=Cc2cnc3c(c2)OCC(=O)N3)[nH]c2ccccc12. As a reaction SMILES: [CH2:1]([Cl:2])[CH2:3][Cl:4].[CH3:5][NH:6][CH2:7][c:8]1[nH:9][c:10]2[cH:11][cH:12][cH:13][cH:14][c:15]2[c:16]1[CH3:17].[CH:46]([N:47]([CH2:48][CH3:49])[CH:50]([CH3:51])[CH3:52])([CH3:53])[CH3:54].[ClH:18].[O:19]=[C:20]1[NH:21][c:22]2[c:23]([cH:26][c:27]([CH:30]=[CH:31][C:32](=[O:33])[OH:34])[cH:28][n:29]2)[O:24][CH2:25]1.[O:55]=[CH:56][N:57]([CH3:58])[CH3:59].[OH2:45].[OH2:60].[OH:35][n:36]1[c:37]2[c:38]([cH:39][cH:40][cH:41][cH:42]2)[n:43][n:44]1>>[CH3:5][N:6]([CH2:7][c:8]1[nH:9][c:10]2[cH:11][cH:12][cH:13][cH:14][c:15]2[c:16]1[CH3:17])[C:32]([CH:31]=[CH:30][c:27]1[cH:26][c:23]2[c:22]([n:29][cH:28]1)[NH:21][C:20](=[O:19])[CH2:25][O:24]2)=[O:33]. The reactants are C(C)(C)(C)OC(NC=1C(=NOC1C1=CC=C(C=C1)Br)C)=O ([5-(4-Bromo-phenyl)-3-methyl-isoxazol-4-yl]-carbamic acid tert-butyl ester), C(C)OC(=O)C1(CC1)C1=CC=C(C=C1)B1OC(C(O1)(C)C)(C)C (1-[4-(4,4,5,5-tetramethyl-[1,3,2]dioxaborolan-2-yl)-phenyl]-cyclopropanecarboxylic acid ethyl ester), C([O-])(O)=O.[Na+] (sodium bicarbonate). The reagents and catalysts are C=1C=CC(=CC1)[P](C=2C=CC=CC2)(C=3C=CC=CC3)[Pd]([P](C=4C=CC=CC4)(C=5C=CC=CC5)C=6C=CC=CC6)([P](C=7C=CC=CC7)(C=8C=CC=CC8)C=9C=CC=CC9)[P](C=1C=CC=CC1)(C=1C=CC=CC1)C=1C=CC=CC1 (tetrakis(triphenylphosphine)palladium(0)). The solvent is COCCOC (DME). Run at temperature 80 celsius, time 8 hour. Yields the product C(C)OC(=O)C1(CC1)C1=CC=C(C=C1)C1=CC=C(C=C1)C1=C(C(=NO1)C)NC(=O)OC(C)(C)C (1-[4′-(4-tert-Butoxycarbonylamino-3-methyl-isoxazol-5-yl)-biphenyl-4-yl]-cyclopropanecarboxylic acid ethyl ester). RXN SMILES: [C:1]([O:5][C:6](=[O:21])[NH:7][C:8]1[C:9]([CH3:20])=[N:10][O:11][C:12]=1[C:13]1[CH:18]=[CH:17][C:16](Br)=[CH:15][CH:14]=1)([CH3:4])([CH3:3])[CH3:2].[CH2:22]([O:24][C:25]([C:27]1([C:30]2[CH:35]=[CH:34][C:33](B3OC(C)(C)C(C)(C)O3)=[CH:32][CH:31]=2)[CH2:29][CH2:28]1)=[O:26])[CH3:23].C(=O)(O)[O-].[Na+]>COCCOC.C1C=CC([P]([Pd]([P](C2C=CC=CC=2)(C2C=CC=CC=2)C2C=CC=CC=2)([P](C2C=CC=CC=2)(C2C=CC=CC=2)C2C=CC=CC=2)[P](C2C=CC=CC=2)(C2C=CC=CC=2)C2C=CC=CC=2)(C2C=CC=CC=2)C2C=CC=CC=2)=CC=1>[CH2:22]([O:24][C:25]([C:27]1([C:30]2[CH:35]=[CH:34][C:33]([C:16]3[CH:17]=[CH:18][C:13]([C:12]4[O:11][N:10]=[C:9]([CH3:20])[C:8]=4[NH:7][C:6]([O:5][C:1]([CH3:4])([CH3:3])[CH3:2])=[O:21])=[CH:14][CH:15]=3)=[CH:32][CH:31]=2)[CH2:28][CH2:29]1)=[O:26])[CH3:23] |f:2.3,^1:59,61,80,99|. Reported procedure: [5-(4-Bromo-phenyl)-3-methyl-isoxazol-4-yl]-carbamic acid tert-butyl ester (2.0 g, 5.6 mmol), 1-[4-(4,4,5,5-tetramethyl-[1,3,2]dioxaborolan-2-yl)-phenyl]-cyclopropanecarboxylic acid ethyl ester (1.78 g, 5.6 mmol), tetrakis(triphenylphosphine)palladium(0) (0.65 g, 0.56 mmol), and sodium bicarbonate (1.4 g, 16.8 mmol) were combined in DME (30 mL) and H2O (10 mL), and the mixture was purged with N2 (g). The reaction was stirred at 80° C. overnight, and after aqueous workup, the crude material was p... Starting materials: COC(=O)c1ccc(-c2nnc(CCOCCc3ccccc3)o2)cc1, [Li+], [OH-]. Product: O=C(O)c1ccc(-c2nnc(CCOCCc3ccccc3)o2)cc1. As a reaction SMILES: [CH3:1][O:2][C:3]([c:4]1[cH:5][cH:6][c:7](-[c:10]2[o:11][c:12]([CH2:15][CH2:16][O:17][CH2:18][CH2:19][c:20]3[cH:21][cH:22][cH:23][cH:24][cH:25]3)[n:13][n:14]2)[cH:8][cH:9]1)=[O:26].[Li+:27].[OH-:28]>>[O:2]=[C:3]([c:4]1[cH:5][cH:6][c:7](-[c:10]2[o:11][c:12]([CH2:15][CH2:16][O:17][CH2:18][CH2:19][c:20]3[cH:21][cH:22][cH:23][cH:24][cH:25]3)[n:13][n:14]2)[cH:8][cH:9]1)[OH:26]. The reactants are BrC1=C(C=CC=C1)CC(=O)O (2-bromophenylacetic acid), IC1=CC=C(N)C=C1 (4-iodoaniline). Yields the product IC1=CC=C(C=C1)NC1=C(C=CC=C1)CC(=O)O (2-[(4-iodophenyl)amino]phenylacetic acid). As a reaction SMILES: Br[C:2]1[CH:7]=[CH:6][CH:5]=[CH:4][C:3]=1[CH2:8][C:9]([OH:11])=[O:10].[I:12][C:13]1[CH:19]=[CH:18][C:16]([NH2:17])=[CH:15][CH:14]=1>>[I:12][C:13]1[CH:19]=[CH:18][C:16]([NH:17][C:2]2[CH:7]=[CH:6][CH:5]=[CH:4][C:3]=2[CH2:8][C:9]([OH:11])=[O:10])=[CH:15][CH:14]=1. Reported procedure: In the manner described in example 3, 2-bromophenylacetic acid is condensed with 4-iodoaniline to yield 2-[(4-iodophenyl)amino]phenylacetic acid. Yields the product C(C)OC(C(C)(C)OC=1C(=C2C(=CN(C2=CC1)CCC)CC1=CC=CC=C1)CC1=CC=CC=C1)=O (2-(3,4-Dibenzyl-1-propyl-1H-indole-5-yloxy)-2-methyl-propanoic acid ethylester). Reaction SMILES: [CH2:1]([C:8]1[C:16]2[C:11](=[CH:12][CH:13]=[C:14]([OH:24])[C:15]=2[CH2:17][C:18]2[CH:23]=[CH:22][CH:21]=[CH:20][CH:19]=2)[N:10]([CH2:25][CH2:26][CH3:27])[CH:9]=1)[C:2]1[CH:7]=[CH:6][CH:5]=[CH:4][CH:3]=1.[CH2:28]([O:30][C:31](=[O:36])[C:32](Br)([CH3:34])[CH3:33])[CH3:29]>>[CH2:28]([O:30][C:31](=[O:36])[C:32]([O:24][C:14]1[C:15]([CH2:17][C:18]2[CH:23]=[CH:22][CH:21]=[CH:20][CH:19]=2)=[C:16]2[C:11](=[CH:12][CH:13]=1)[N:10]([CH2:25][CH2:26][CH3:27])[CH:9]=[C:8]2[CH2:1][C:2]1[CH:3]=[CH:4][CH:5]=[CH:6][CH:7]=1)([CH3:34])[CH3:33])[CH3:29]. Procedure details: The above compound was prepared from 3,4-dibenzyl-1-propyl-1H-indole-5-ol and 2-bromo-2-methyl-propanoic acid ethylester using a procedure analogous to that of Example 10. The reactants are C(C1=CC=CC=C1)C1=CN(C2=CC=C(C(=C12)CC1=CC=CC=C1)O)CCC (3,4-dibenzyl-1-propyl-1H-indole-5-ol), C(C)OC(C(C)(C)Br)=O (2-bromo-2-methyl-propanoic acid ethylester). As a reaction SMILES: [CH3:1][CH:2]([CH3:3])[S:4](=[O:5])(=[O:6])[NH:7][CH2:8][CH:9]([CH3:10])[CH:11]1[CH2:12][CH:13]=[C:14]([c:17]2[cH:18][cH:19][c:20]([CH2:23][NH2:24])[cH:21][cH:22]2)[CH2:15][CH2:16]1.[CH:36]([CH3:37])([CH3:38])[S:39](=[O:40])(=[O:41])[Cl:42].[Cl:43][CH2:44][Cl:45].[N:25]12[CH2:26][CH2:27][CH2:28][N:29]=[C:30]1[CH2:31][CH2:32][CH2:33][CH2:34][CH2:35]2>>[CH3:1][CH:2]([CH3:3])[S:4](=[O:5])(=[O:6])[NH:7][CH2:8][CH:9]([CH3:10])[CH:11]1[CH2:12][CH:13]=[C:14]([c:17]2[cH:18][cH:19][c:20]([CH2:23][NH:24][S:39]([CH:36]([CH3:37])[CH3:38])(=[O:40])=[O:41])[cH:21][cH:22]2)[CH2:15][CH2:16]1. The product is CC(CNS(=O)(=O)C(C)C)C1CC=C(c2ccc(CNS(=O)(=O)C(C)C)cc2)CC1. The reactants are CC(CNS(=O)(=O)C(C)C)C1CC=C(c2ccc(CN)cc2)CC1, CC(C)S(=O)(=O)Cl, ClCCl, C1CCC2=NCCCN2CC1. Starting materials: OC1=CC(=C(C(=C1)C)C1=CC(=CC=C1)COC1=CC=C(C=C1)CCC(=O)OC)C (methyl 3-[4-[(4′-hydroxy-2′,6′-dimethylbiphenyl-3-yl)methoxy]phenyl]propanoate), C(C)OCCO (2-ethoxyethanol), C1(=CC=CC=C1)P(C1=CC=CC=C1)C1=CC=CC=C1 (triphenylphosphine), N(=NC(=O)OCC)C(=O)OCC (diethyl azodicarboxylate). The solvent is O1CCCC1 (tetrahydrofuran). Yields the product C(C)OCCOC1=CC(=C(C(=C1)C)C1=CC(=CC=C1)COC1=CC=C(C=C1)CCC(=O)OC)C (methyl 3-[4-[[4′-(2-ethoxyethoxy)-2′,6′-dimethylbiphenyl-3-yl]methoxy]phenyl]propanoate). Yield: 50.9%. As a reaction SMILES: [OH:1][C:2]1[CH:7]=[C:6]([CH3:8])[C:5]([C:9]2[CH:14]=[CH:13][CH:12]=[C:11]([CH2:15][O:16][C:17]3[CH:22]=[CH:21][C:20]([CH2:23][CH2:24][C:25]([O:27][CH3:28])=[O:26])=[CH:19][CH:18]=3)[CH:10]=2)=[C:4]([CH3:29])[CH:3]=1.[CH2:30]([O:32][CH2:33][CH2:34]O)[CH3:31].C1(P(C2C=CC=CC=2)C2C=CC=CC=2)C=CC=CC=1.N(C(OCC)=O)=NC(OCC)=O>O1CCCC1>[CH2:30]([O:32][CH2:33][CH2:34][O:1][C:2]1[CH:3]=[C:4]([CH3:29])[C:5]([C:9]2[CH:14]=[CH:13][CH:12]=[C:11]([CH2:15][O:16][C:17]3[CH:18]=[CH:19][C:20]([CH2:23][CH2:24][C:25]([O:27][CH3:28])=[O:26])=[CH:21][CH:22]=3)[CH:10]=2)=[C:6]([CH3:8])[CH:7]=1)[CH3:31]. Procedure: To a solution of methyl 3-[4-[(4′-hydroxy-2′,6′-dimethylbiphenyl-3-yl)methoxy]phenyl]propanoate (0.20 g, 0.51 mmol), 2-ethoxyethanol (0.099 mL, 1.02 mmol) and triphenylphosphine (0.18 g, 0.67 mmol) in tetrahydrofuran (4.0 mL) was added dropwise diethyl azodicarboxylate (40% toluene solution, 0.30 mL) at 0° C. with stirring and the mixture was stirred at room temperature for 12 hrs. The reaction mixture was concentrated under reduced pressure and the residue was purified by silica gel column chro... Starting materials: CC=1NC(=C(C(C1C(=O)O)C1=CC(=CC=C1)[N+](=O)[O-])C(=O)OC)C (1,4-dihydro-2,6-dimethyl-5-methoxycarbonyl-4-(3-nitrophenyl)pyridine-3-carboxylic acid), N1C(=NC=C1)CC1=CC=C(C=C1)C#CCO (3-[4-(1-imidazolylmethyl)phenyl]-2-propyn-1-ol), C1(CCCCC1)N=C=NC1CCCCC1 (dicyclohexylcarbodiimide), 4-N,N-dimethylaminopyridine. Solvent: C1(=CC=CC=C1)C (toluene). Yields the product CC=1NC(=C(C(C1C(=O)OCC#CC1=CC=C(C=C1)CC=1NC=CN1)C1=CC(=CC=C1)[N+](=O)[O-])C(=O)OC)C (3-[4-(1-imidazolylmethyl)phenyl]-2-propyne-1-yl methyl 1,4-dihydro-2,6-dimethyl-4-(3-nitrophenyl)pyridine-3,5-dicarboxylate). RXN SMILES: [CH3:1][C:2]1[NH:3][C:4]([CH3:24])=[C:5]([C:20]([O:22][CH3:23])=[O:21])[CH:6]([C:11]2[CH:16]=[CH:15][CH:14]=[C:13]([N+:17]([O-:19])=[O:18])[CH:12]=2)[C:7]=1[C:8]([OH:10])=[O:9].[NH:25]1[CH:29]=[CH:28][N:27]=[C:26]1[CH2:30][C:31]1[CH:36]=[CH:35][C:34]([C:37]#[C:38][CH2:39]O)=[CH:33][CH:32]=1.C1(N=C=NC2CCCCC2)CCCCC1>C1(C)C=CC=CC=1>[CH3:1][C:2]1[NH:3][C:4]([CH3:24])=[C:5]([C:20]([O:22][CH3:23])=[O:21])[CH:6]([C:11]2[CH:16]=[CH:15][CH:14]=[C:13]([N+:17]([O-:19])=[O:18])[CH:12]=2)[C:7]=1[C:8]([O:10][CH2:39][C:38]#[C:37][C:34]1[CH:33]=[CH:32][C:31]([CH2:30][C:26]2[NH:27][CH:28]=[CH:29][N:25]=2)=[CH:36][CH:35]=1)=[O:9]. Reported procedure: 332 mg (1 mM) of 1,4-dihydro-2,6-dimethyl-5-methoxycarbonyl-4-(3-nitrophenyl)pyridine-3-carboxylic acid together with 212 mg (1 mM) of 3-[4-(1-imidazolylmethyl)phenyl]-2-propyn-1-ol, 248 mg (1.2 mM of dicyclohexylcarbodiimide and 134 mg (1.1 mM) of 4-N,N-dimethylaminopyridine were dissolved in 5 ml of toluene, while heating, and refluxed for six hours. The solution was cooled to room temperature, and the crystals produced were filtered off. The filtrate was washed with water and dried over anhyd... Starting materials: COCCNCCOC (bis(2-methoxyethyl)amine), BrC1=CC=C(C=C1)S(=O)(=O)Cl (4-bromobenzenesulfonyl chloride). Product: BrC1=CC=C(C=C1)S(=O)(=O)N(CCOC)CCOC (4-Bromo-N,N-bis(2-methoxyethyl)benzenesulfonamide). Isolated yield 99.0%. Reaction SMILES: [CH3:1][O:2][CH2:3][CH2:4][NH:5][CH2:6][CH2:7][O:8][CH3:9].[Br:10][C:11]1[CH:16]=[CH:15][C:14]([S:17](Cl)(=[O:19])=[O:18])=[CH:13][CH:12]=1>>[Br:10][C:11]1[CH:16]=[CH:15][C:14]([S:17]([N:5]([CH2:6][CH2:7][O:8][CH3:9])[CH2:4][CH2:3][O:2][CH3:1])(=[O:19])=[O:18])=[CH:13][CH:12]=1. Reported procedure: Starting materials: bis(2-methoxyethyl)amine and 4-bromobenzenesulfonyl chloride. Yield: 99% as a yellow oil: 1H NMR (CDCl3) δ 7.69 (d, J=9 Hz, 2H), δ 7.62 (d, J=9 Hz, 2H), 3.49 (m, 4H), 3.39 (m, 4H), 3.27 (s, 6H); MS (ESP) m/z 352, 354 (M++1).